From a dataset of the Open Reaction Database (ORD), a public repository of structured organic reaction records. describe an organic reaction: reactants, conditions, products, and yield Starting materials: acyloxyalkyl carbamates, N[C@H](CO)C(=O)O (D-serine), C(CCC)(=O)OCCOC(=O)ON1C(CCC1=O)=O ((2,5-dioxoazolidinyloxycarbonyloxy)ethyl butanoate). Product: C(CCC)(=O)OCCOC(=O)N[C@@H](C(=O)O)CO ((2R)-2-[(Butanoyloxyethoxy)carbonylamino]-3-hydroxypropanoic Acid). Isolated yield 48.4%. Reaction SMILES: [NH2:1][C@@H:2]([C:5]([OH:7])=[O:6])[CH2:3][OH:4].[C:8]([O:13][CH2:14][CH2:15][O:16][C:17](ON1C(=O)CCC1=O)=[O:18])(=[O:12])[CH2:9][CH2:10][CH3:11]>>[C:8]([O:13][CH2:14][CH2:15][O:16][C:17]([NH:1][C@H:2]([CH2:3][OH:4])[C:5]([OH:7])=[O:6])=[O:18])(=[O:12])[CH2:9][CH2:10][CH3:11]. Reported procedure: Following the general procedure for the synthesis of acyloxyalkyl carbamates, D-serine (252 mg, 2.4 mmol) and (2,5-dioxoazolidinyloxycarbonyloxy)ethyl butanoate (546 mg, 2.0 mmol) were reacted to provide 255 mg (40% yield) the title compound (30) as a white powder after work-up and mass-guided preparative HPLC purification. 1H NMR (CDCl3, 400 MHz): δ=6.80 (m, 1H), 6.09 (t, 1H), 5.81 (br s, 1H), 4.41 (m, 1H), 4.07 (m, 1H), 3.92 (m, 1H), 2.31 (m, 2H), 1.65 (m, 2H), 1.50 (d, 3H), 0.99 (m, 3H). MS (...